This data is from the Open Reaction Database (ORD), a public repository of structured organic reaction records. The task is: describe an organic reaction: reactants, conditions, products, and yield The reactants are C(CP(O)(O)=O)P(O)(O)=O (Ethylenediphosphonic acid), C(C(=O)Cl)(=O)Cl (oxalyl chloride), FC1([C@@H](O[C@@H]([C@H]1O)CO)N1C(=O)N=C(N)C=C1)F (2′deoxy-2′,2′-difluorocytidine). Run in CN(C)C=O (DMF). Run at time 2 hour. The product is C(CP(O)(O)=O)P(O)(=O)OC[C@@H]1[C@H](C([C@@H](O1)N1C(=O)N=C(N)C=C1)(F)F)O (2′-Deoxy-2′,2′-difluorocytidine 5′-ethylenediphosphonate). Isolated yield 3.9%. Reaction SMILES: [CH2:1]([P:7](=[O:10])([OH:9])[OH:8])[CH2:2][P:3](=[O:6])([OH:5])[OH:4].C(Cl)(=O)C(Cl)=O.[F:17][C:18]1([F:34])[C@H:22]([OH:23])[C@@H:21]([CH2:24]O)[O:20][C@H:19]1[N:26]1[CH:33]=[CH:32][C:30]([NH2:31])=[N:29][C:27]1=[O:28]>CN(C=O)C>[CH2:1]([P:7]([O:9][CH2:24][C@H:21]1[O:20][C@@H:19]([N:26]2[CH:33]=[CH:32][C:30]([NH2:31])=[N:29][C:27]2=[O:28])[C:18]([F:17])([F:34])[C@@H:22]1[OH:23])(=[O:8])[OH:10])[CH2:2][P:3](=[O:5])([OH:4])[OH:6]. Procedure details: Ethylenediphosphonic acid (173 mg, 0.91 mmol) was treated with oxalyl chloride (2 mL, as solvent) and anhydrous DMF (0.1 ml, cat.). After heating at reflux for 10 minutes under argon, a solution was obtained and after a further 3 h the reaction mixture was cooled to room temperature and evacuated in vacuo. The residue was co-evaporated with anhydrous acetonitrile (3×10 ml). The residue was dissolved in anhydrous trimethyl phosphate (2 mL), cooled to −15° C. and 2′deoxy-2′,2′-difluorocytidine (93... Starting materials: [I-].[Na+] (sodium iodide), ClC1=C(C=CC(=C1)C#CCN1CCCCCC1)C1(C2CC3CC(CC1C3)C2)O (2-{2-chloro-4-[3-(1-azepanyl)prop-1-ynyl]phenyl}adamantan-2-ol), C(C)(=O)O (acetic acid), Cl[Si](C)(C)C (chlorotrimethylsilane). The reagents and catalysts are [Zn] (zinc). Solvent: C(C)#N (acetonitrile), C(C)#N (acetonitrile), ClCCl (dichloromethane). Reaction conditions: temperature 30 celsius, time 2 hour. Product: Cl.C12C(C3CC(CC(C1)C3)C2)C2=C(C=C(C=C2)C#CCN2CCCCCC2)Cl (1-[3-(4-Adamantan-2-yl-3-chlorophenyl)prop-2-ynyl]azepane hydrochloride). As a reaction SMILES: [I-].[Na+].[Cl:3][C:4]1[CH:9]=[C:8]([C:10]#[C:11][CH2:12][N:13]2[CH2:19][CH2:18][CH2:17][CH2:16][CH2:15][CH2:14]2)[CH:7]=[CH:6][C:5]=1[C:20]1(O)[CH:27]2[CH2:28][CH:23]3[CH2:24][CH:25]([CH2:29][CH:21]1[CH2:22]3)[CH2:26]2.Cl[Si](C)(C)C.C(O)(=O)C>C(#N)C.ClCCl.[Zn]>[ClH:3].[CH:27]12[CH2:26][CH:25]3[CH2:24][CH:23]([CH2:22][CH:21]([CH2:29]3)[CH:20]1[C:5]1[CH:6]=[CH:7][C:8]([C:10]#[C:11][CH2:12][N:13]3[CH2:19][CH2:18][CH2:17][CH2:16][CH2:15][CH2:14]3)=[CH:9][C:4]=1[Cl:3])[CH2:28]2 |f:0.1,8.9|. Procedure details: 3.46 g of sodium iodide are added, under an inert atmosphere, to 3.68 g of 2-{2-chloro-4-[3-(1-azepanyl)prop-1-ynyl]phenyl}adamantan-2-ol (compound I′.1) in 20 ml of acetonitrile and 10 ml of dichloromethane, followed by 2.35 ml of chlorotrimethylsilane. The reaction mixture is stirred for 2 hours at 30° C., and then 1.06 ml of acetic acid are added, followed by 10 ml of acetonitrile and then 1.81 g of powdered zinc. The reaction mixture is heated at 80° C. for 3 hours, allowed to cool to room t... The reactants are CCC(=O)Nc1ccc(CN(CCc2csc(SC(C)(C)C(=O)OC(C)(C)C)n2)c2ncc(CC)cn2)cc1, CCOC(C)=O, O=CO, Cl. Product: Cl, CCC(=O)Nc1ccc(CN(CCc2csc(SC(C)(C)C(=O)O)n2)c2ncc(CC)cn2)cc1. RXN SMILES: [C:1]([CH3:2])([CH3:3])([CH3:4])[O:5][C:6]([C:7]([CH3:8])([CH3:9])[S:10][c:11]1[s:12][cH:13][c:14]([CH2:16][CH2:17][N:18]([CH2:19][c:20]2[cH:21][cH:22][c:23]([NH:26][C:27]([CH2:28][CH3:29])=[O:30])[cH:24][cH:25]2)[c:31]2[n:32][cH:33][c:34]([CH2:37][CH3:38])[cH:35][n:36]2)[n:15]1)=[O:39].[C:40]([O:41][CH2:42][CH3:43])(=[O:44])[CH3:45].[CH:47]([OH:48])=[O:49].[ClH:46]>>[ClH:46].[O:5]=[C:6]([C:7]([CH3:8])([CH3:9])[S:10][c:11]1[s:12][cH:13][c:14]([CH2:16][CH2:17][N:18]([CH2:19][c:20]2[cH:21][cH:22][c:23]([NH:26][C:27]([CH2:28][CH3:29])=[O:30])[cH:24][cH:25]2)[c:31]2[n:32][cH:33][c:34]([CH2:37][CH3:38])[cH:35][n:36]2)[n:15]1)[OH:39]. The reactants are C1COCCO1, CO, O=C(Cl)c1ccccc1Cl, CN1CCC(C(=O)c2cccc(N)n2)CC1. Yields the product CN1CCC(C(=O)c2cccc(NC(=O)c3ccccc3Cl)n2)CC1. As a reaction SMILES: [CH2:27]1[O:28][CH2:29][CH2:30][O:31][CH2:32]1.[CH3:33][OH:34].[Cl:17][C:18](=[O:19])[c:20]1[cH:21][cH:22][cH:23][cH:24][c:25]1[Cl:26].[NH2:1][c:2]1[n:3][c:4]([C:8](=[O:9])[CH:10]2[CH2:11][CH2:12][N:13]([CH3:16])[CH2:14][CH2:15]2)[cH:5][cH:6][cH:7]1>>[NH:1]([c:2]1[n:3][c:4]([C:8](=[O:9])[CH:10]2[CH2:11][CH2:12][N:13]([CH3:16])[CH2:14][CH2:15]2)[cH:5][cH:6][cH:7]1)[C:18](=[O:19])[c:20]1[cH:21][cH:22][cH:23][cH:24][c:25]1[Cl:26]. Reactants: C1(CCCCC1)Br (cyclohexyl bromide), C([O-])([O-])=O.[K+].[K+] (potassium carbonate), ON1C(C=2C(C1=O)=CC=CC2)=O (N-hydroxyphthalimide), C1COCCOCCOCCOCCOCCO1 (18-crown-6). Solvent: CS(=O)C (dimethyl sulfoxide), O (water). Run at temperature 25 celsius, time 5 minute. Product: C1(CCCCC1)ON1C(C2=CC=CC=C2C1=O)=O (2-cyclohexyloxy-isoindole-1,3-dione). Yield: 92.5%. As a reaction SMILES: C(=O)([O-])[O-].[K+].[K+].[OH:7][N:8]1[C:12](=[O:13])[C:11]2=[CH:14][CH:15]=[CH:16][CH:17]=[C:10]2[C:9]1=[O:18].C1OCCOCCOCCOCCOCCOC1.[CH:37]1(Br)[CH2:42][CH2:41][CH2:40][CH2:39][CH2:38]1>CS(C)=O.O>[CH:37]1([O:7][N:8]2[C:9](=[O:18])[C:10]3[C:11](=[CH:14][CH:15]=[CH:16][CH:17]=3)[C:12]2=[O:13])[CH2:42][CH2:41][CH2:40][CH2:39][CH2:38]1 |f:0.1.2|. Reported procedure: Solid potassium carbonate (6.91 g, 50.0 mmol) was added to a solution of N-hydroxyphthalimide (4.08 g, 25.0 mmol) and 18-crown-6 (661 mg, 2.5 mmol) in dimethyl sulfoxide (62 mL), and the mixture was stirred at 25° C. for 5 min. To the mixture cyclohexyl bromide (12.3 mL, 100.0 mmol) was added, and the mixture stirred at 80° C. for 3 h. After ice-cooling, the mixture was poured into cold water and the resulting precipitate was collected by filtration in vacuo, washed with water (25 mL) and hexane... Reactants: BrC=1C(=NC=C(C(=O)NC2=CC=C(C=C2)OC(F)(F)Cl)C1)Cl (5-bromo-6-chloro-N-(4-(chlorodifluoromethoxy)phenyl)nicotinamide), C(C)NCCO (2-ethylamino-ethanol). Product: BrC=1C(=NC=C(C(=O)NC2=CC=C(C=C2)OC(F)(F)Cl)C1)N(CCO)CC (5-Bromo-N-(4-(chlorodifluoromethoxy)phenyl)-6-(ethyl(2-hydroxyethyl)amino)nicotinamide). Reaction SMILES: [Br:1][C:2]1[C:3](Cl)=[N:4][CH:5]=[C:6]([CH:21]=1)[C:7]([NH:9][C:10]1[CH:15]=[CH:14][C:13]([O:16][C:17]([Cl:20])([F:19])[F:18])=[CH:12][CH:11]=1)=[O:8].[CH2:23]([NH:25][CH2:26][CH2:27][OH:28])[CH3:24]>>[Br:1][C:2]1[C:3]([N:25]([CH2:23][CH3:24])[CH2:26][CH2:27][OH:28])=[N:4][CH:5]=[C:6]([CH:21]=1)[C:7]([NH:9][C:10]1[CH:15]=[CH:14][C:13]([O:16][C:17]([Cl:20])([F:19])[F:18])=[CH:12][CH:11]=1)=[O:8]. Procedure details: The title compound was prepared in an analogous fashion to that described in Stage 22.1 using 5-bromo-6-chloro-N-(4-(chlorodifluoromethoxy)phenyl)nicotinamide (Stage 22.2) and 2-ethylamino-ethanol to afford an off-white crystalline solid. (Reaction Time was 10 h). HPLC (Condition 4) tR=6.1 min, UPLC-MS (Condition 3) tR=1.21 min, m/z=466.2 [M+H]+. Reactants: C(C1=CC=CC=C1)ON1[C@@H]2CC[C@@H](N(C1=O)C2)C(=O)NNC(=O)C2=CC=CC=C2 ((2R,5R)-6-(benzyloxy)-7-oxo-N′-(phenylcarbonyl)-1,6-diazabicyclo[3.2.1]octane-2-carbohydrazide), [H][H] (hydrogen). The reagents and catalysts are [Pd] (Pd/C). Solvent: CO (methanol). Product: ON1[C@@H]2CC[C@@H](N(C1=O)C2)C(=O)NNC(=O)C2=CC=CC=C2 ((2R,5R)-6-hydroxy-7-oxo-N′-(phenylcarbonyl)-1,6-diazabicyclo[3.2.1]octane-2-carbohydrazide). Yield: 74.6%. Reaction SMILES: C([O:8][N:9]1[C:15](=[O:16])[N:14]2[CH2:17][C@H:10]1[CH2:11][CH2:12][C@@H:13]2[C:18]([NH:20][NH:21][C:22]([C:24]1[CH:29]=[CH:28][CH:27]=[CH:26][CH:25]=1)=[O:23])=[O:19])C1C=CC=CC=1.[H][H]>CO.[Pd]>[OH:8][N:9]1[C:15](=[O:16])[N:14]2[CH2:17][C@H:10]1[CH2:11][CH2:12][C@@H:13]2[C:18]([NH:20][NH:21][C:22]([C:24]1[CH:29]=[CH:28][CH:27]=[CH:26][CH:25]=1)=[O:23])=[O:19]. Reported procedure: To a solution of (2R,5R)-6-(benzyloxy)-7-oxo-N′-(phenylcarbonyl)-1,6-diazabicyclo[3.2.1]octane-2-carbohydrazide 182 (0.33 g, 0.88 mml) in methanol (20 mL) was added 5% Pd/C (0.40 g). The mixture was hydrogenated under 10 psi hydrogen atmosphere at room temperature for 1 h. The catalyst was filtered out through Celite, and the filtrate was evaporated to give (2R,5R)-6-hydroxy-7-oxo-N′-(phenylcarbonyl)-1,6-diazabicyclo[3.2.1]octane-2-carbohydrazide 183 (0.19 g, 89%) as a colorless foam. Starting materials: CC1(OB(OC1(C)C)C(=C)C)C (4,4,5,5-tetramethyl-2-(prop-1-en-2-yl)-1,3,2-dioxaborolane), ClC1=CC(=NC=C1)C1=CC=CC=C1 (4-Chloro-2-phenylpyridine), P(=O)([O-])([O-])[O-].[K+].[K+].[K+] (potassium phosphate). Reagents/catalysts: C=1C=CC(=CC1)/C=C/C(=O)/C=C/C2=CC=CC=C2.C=1C=CC(=CC1)/C=C/C(=O)/C=C/C2=CC=CC=C2.C=1C=CC(=CC1)/C=C/C(=O)/C=C/C2=CC=CC=C2.[Pd].[Pd] (Pd2(dba)3), COC=1C=CC=C(C1C=2C=CC=CC2P(C3CCCCC3)C4CCCCC4)OC (S-Phos). The solvent is O (water), O (water), C1(=CC=CC=C1)C (toluene). Yields the product C1(=CC=CC=C1)C1=NC=CC(=C1)C(=C)C (2-phenyl-4-(prop-1-en-2yl)pyridine). Yield: 93.7%. As a reaction SMILES: Cl[C:2]1[CH:7]=[CH:6][N:5]=[C:4]([C:8]2[CH:13]=[CH:12][CH:11]=[CH:10][CH:9]=2)[CH:3]=1.P([O-])([O-])([O-])=O.[K+].[K+].[K+].[CH3:22][C:23]1(C)[C:27](C)(C)OB(C(C)=C)O1>C1(C)C=CC=CC=1.O.C1C=CC(/C=C/C(/C=C/C2C=CC=CC=2)=O)=CC=1.C1C=CC(/C=C/C(/C=C/C2C=CC=CC=2)=O)=CC=1.C1C=CC(/C=C/C(/C=C/C2C=CC=CC=2)=O)=CC=1.[Pd].[Pd].COC1C=CC=C(OC)C=1C1C=CC=CC=1P(C1CCCCC1)C1CCCCC1>[C:8]1([C:4]2[CH:3]=[C:2]([C:23]([CH3:27])=[CH2:22])[CH:7]=[CH:6][N:5]=2)[CH:13]=[CH:12][CH:11]=[CH:10][CH:9]=1 |f:1.2.3.4,8.9.10.11.12|. Reported procedure: 4-Chloro-2-phenylpyridine (14 g, 73.8 mmol) and potassium phosphate (51.0 g, 221 mmol) were dissolved in 300 mL of toluene and 30 mL of water. The reaction was purged with nitrogen for 20 minutes and then 4,4,5,5-tetramethyl-2-(prop-1-en-2-yl)-1,3,2-dioxaborolane (16.65 mL, 89 mmol), Pd2(dba)3 (1.35 g, 1.48 mmol) and S-Phos (2.42 g, 5.91 mmol) were added. The reaction was brought to reflux for 18 h. After cooling, 100 mL of water was added, separated and the aqueous layer extracted twice with 10...